Dataset: the Open Reaction Database (ORD), a public repository of structured organic reaction records. Task: describe an organic reaction: reactants, conditions, products, and yield The reactants are ClC(Cl)Cl, [Cl-], [Cl-], [Cl-], [Cl-], O=C1CCC(=O)N1Cl, ClCCl, Cc1ccc2ccc(O)cc2n1, [Zr+4]. Yields the product Cc1ccc2ccc(O)c(Cl)c2n1. Reaction SMILES: [CH:24]([Cl:25])([Cl:26])[Cl:27].[Cl-:28].[Cl-:30].[Cl-:31].[Cl-:32].[Cl:13][N:14]1[C:15](=[O:16])[CH2:17][CH2:18][C:19]1=[O:20].[Cl:21][CH2:22][Cl:23].[OH:1][c:2]1[cH:3][cH:4][c:5]2[cH:6][cH:7][c:8]([CH3:12])[n:9][c:10]2[cH:11]1.[Zr+4:29]>>[OH:1][c:2]1[cH:3][cH:4][c:5]2[cH:6][cH:7][c:8]([CH3:12])[n:9][c:10]2[c:11]1[Cl:13]. Starting materials: CC(=O)O, CO, COc1nccc(I)c1C=O, Nc1cc2c(cc1[N+](=O)[O-])C(=O)N(CCCN1CCCC1)C2=O. Yields the product Nc1cc2c(cc1N)C(=O)N(CCCN1CCCC1)C2=O. Reaction SMILES: [C:37]([OH:38])(=[O:39])[CH3:40].[CH3:35][OH:36].[I:24][c:25]1[c:26]([CH:27]=[O:28])[c:29]([O:30][CH3:31])[n:32][cH:33][cH:34]1.[NH2:1][c:2]1[cH:3][c:4]2[c:8]([cH:9][c:10]1[N+:11]([O-:12])=[O:13])[C:7](=[O:14])[N:6]([CH2:15][CH2:16][CH2:17][N:18]1[CH2:19][CH2:20][CH2:21][CH2:22]1)[C:5]2=[O:23]>>[NH2:1][c:2]1[cH:3][c:4]2[c:8]([cH:9][c:10]1[NH2:11])[C:7](=[O:14])[N:6]([CH2:15][CH2:16][CH2:17][N:18]1[CH2:19][CH2:20][CH2:21][CH2:22]1)[C:5]2=[O:23]. Yield: 78.5%. Procedure details: Dissolved 1-benzyloxycarbonyl-3-azidomethylpiperidine (1.27 g, 4.63 mmol, 1 eq) in THF (50 mL). Added water (10 mL). Added triphenylphosphine (1.5 g, 5.79 mmol, 1.25 eq) and let stir overnight. Removed solvent under reduced pressure and diluted the residue with 80 mL 1N HCl. Extracted the solution 3× with ethyl acetate to remove neutral organics. Basified the aqueous layer with 5N NaOH and extracted 3× with ethyl acetate. Combined the organic layers, dried over anhydrous Na2SO4, filtered and con... Product: C(C1=CC=CC=C1)OC(=O)N1CC(CCC1)CN (1-Benzyloxycarbonyl-3-aminomethylpiperidine). Reaction SMILES: [CH2:1]([O:8][C:9]([N:11]1[CH2:16][CH2:15][CH2:14][CH:13]([CH2:17][N:18]=[N+]=[N-])[CH2:12]1)=[O:10])[C:2]1[CH:7]=[CH:6][CH:5]=[CH:4][CH:3]=1.O.C1(P(C2C=CC=CC=2)C2C=CC=CC=2)C=CC=CC=1>C1COCC1.Cl>[CH2:1]([O:8][C:9]([N:11]1[CH2:16][CH2:15][CH2:14][CH:13]([CH2:17][NH2:18])[CH2:12]1)=[O:10])[C:2]1[CH:7]=[CH:6][CH:5]=[CH:4][CH:3]=1. Solvent: Cl (HCl), C1CCOC1 (THF). Starting materials: O (water), C(C1=CC=CC=C1)OC(=O)N1CC(CCC1)CN=[N+]=[N-] (1-benzyloxycarbonyl-3-azidomethylpiperidine), C1(=CC=CC=C1)P(C1=CC=CC=C1)C1=CC=CC=C1 (triphenylphosphine). Starting materials: [N+](=O)([O-])C=1C=C(C(=O)O)C=C(C1NC1=C(C=C(C=C1)C)C)S(N)(=O)=O (3-nitro-5-sulphamyl-4-(2,4-dimethylanilino)-benzoic acid), N(C1=CC=CC=C1)C1=C(C=C(C(=O)O)C=C1S(N)(=O)=O)[N+](=O)[O-] (4-anilino-3-nitro-5-sulphamyl-benzoic acid). The product is NC=1C=C(C(=O)O)C=C(C1NC1=C(C=C(C=C1)C)C)S(N)(=O)=O (3-amino-4-(2,4-dimethylanilino)-5-sulphamyl-benzoic acid). RXN SMILES: [N+:1]([C:4]1[CH:5]=[C:6]([CH:10]=[C:11]([S:22](=[O:25])(=[O:24])[NH2:23])[C:12]=1[NH:13][C:14]1[CH:19]=[CH:18][C:17]([CH3:20])=[CH:16][C:15]=1[CH3:21])[C:7]([OH:9])=[O:8])([O-])=O.N(C1C(S(=O)(=O)N)=CC(C(O)=O)=CC=1[N+]([O-])=O)C1C=CC=CC=1>>[NH2:1][C:4]1[CH:5]=[C:6]([CH:10]=[C:11]([S:22](=[O:25])(=[O:24])[NH2:23])[C:12]=1[NH:13][C:14]1[CH:19]=[CH:18][C:17]([CH3:20])=[CH:16][C:15]=1[CH3:21])[C:7]([OH:9])=[O:8]. Reported procedure: By substituting 3-nitro-5-sulphamyl-4-(2,4-dimethylanilino)-benzoic acid for the 4-anilino-3-nitro-5-sulphamyl-benzoic acid of Example 9 B, the above compound was obtained with a melting point of 241°-241.5°C after recrystallization from ethanol. Starting materials: C=CCON(C(=O)C[P+](c1ccccc1)(c1ccccc1)c1ccccc1)C(C)C(=O)OCc1ccccc1, ClCCl, O=S(=O)([O-])C(F)(F)F, [K+], [K+], O=[O+][O-], O=C([O-])[O-], O. Product: CC(C(=O)OCc1ccccc1)N1OCC=CC1=O. As a reaction SMILES: [CH2:9]([CH:10]=[CH2:35])[O:12][N:13]([C:14](=[O:15])[CH2:16][P+:11]([c:17]1[cH:18][cH:19][cH:20][cH:21][cH:22]1)([c:23]1[cH:24][cH:25][cH:26][cH:27][cH:28]1)[c:29]1[cH:30][cH:31][cH:32][cH:33][cH:34]1)[CH:36]([CH3:37])[C:38](=[O:39])[O:40][CH2:41][c:42]1[cH:43][cH:44][cH:45][cH:46][cH:47]1.[Cl:57][CH2:58][Cl:59].[F:1][C:2]([F:3])([F:4])[S:5]([O-:6])(=[O:7])=[O:8].[K+:51].[K+:52].[O-:48][O+:49]=[O:50].[O-:53][C:54]([O-:55])=[O:56].[OH2:60]>>[CH2:9]1[CH:10]=[CH:16][C:14](=[O:15])[N:13]([CH:36]([CH3:37])[C:38](=[O:39])[O:40][CH2:41][c:42]2[cH:43][cH:44][cH:45][cH:46][cH:47]2)[O:12]1. Starting materials: O=C([O-])[O-], CCc1cc(NC(=O)NC2CCC3CNCC32)cc(-c2nnnn2C)c1, CC#N, Cc1ccc(S(=O)(=O)OCCc2ccc(F)cc2)cc1, [K+], [K+]. Yields the product CCc1cc(NC(=O)NC2CCC3CN(CCc4ccc(F)cc4)CC32)cc(-c2nnnn2C)c1. RXN SMILES: [C:47](=[O:48])([O-:49])[O-:50].[CH2:1]([CH3:2])[c:3]1[cH:4][c:5]([NH:15][C:16](=[O:17])[NH:18][CH:19]2[CH2:20][CH2:21][CH:22]3[CH2:23][NH:24][CH2:25][CH:26]23)[cH:6][c:7](-[c:9]2[n:10][n:11][n:12][n:13]2[CH3:14])[cH:8]1.[CH3:53][C:54]#[N:55].[F:27][c:28]1[cH:29][cH:30][c:31]([CH2:34][CH2:35][O:36][S:37]([c:38]2[cH:39][cH:40][c:41]([CH3:42])[cH:43][cH:44]2)(=[O:45])=[O:46])[cH:32][cH:33]1.[K+:51].[K+:52]>>[CH2:1]([CH3:2])[c:3]1[cH:4][c:5]([NH:15][C:16](=[O:17])[NH:18][CH:19]2[CH2:20][CH2:21][CH:22]3[CH2:23][N:24]([CH2:35][CH2:34][c:31]4[cH:30][cH:29][c:28]([F:27])[cH:33][cH:32]4)[CH2:25][CH:26]23)[cH:6][c:7](-[c:9]2[n:10][n:11][n:12][n:13]2[CH3:14])[cH:8]1. Starting materials: COc1cccc(CC(=O)Cl)c1, Nc1ccc(F)cc1. The product is COc1cccc(CC(=O)Nc2ccc(F)cc2)c1. As a reaction SMILES: [CH3:1][O:2][c:3]1[cH:4][c:5]([CH2:9][C:10](=[O:11])[Cl:12])[cH:6][cH:7][cH:8]1.[NH2:13][c:14]1[cH:15][cH:16][c:17]([F:18])[cH:19][cH:20]1>>[CH3:1][O:2][c:3]1[cH:4][c:5]([CH2:9][C:10](=[O:11])[NH:13][c:14]2[cH:15][cH:16][c:17]([F:18])[cH:19][cH:20]2)[cH:6][cH:7][cH:8]1. Starting materials: [Li]CCCC, CCCCc1nc2cccc(C=O)c2n1Cc1ccccc1Cl, CC(C)NC(C)C, C1CCOC1, COC(=O)CCc1cccs1. Yields the product CCCCc1nc2cccc(C(O)C(Cc3cccs3)C(=O)OC)c2n1Cc1ccccc1Cl. RXN SMILES: [CH2:1]([Li:2])[CH2:3][CH2:4][CH3:5].[CH2:24]([CH2:25][CH2:26][CH3:27])[c:28]1[n:29][c:30]2[c:31]([n:32]1[CH2:33][c:34]1[c:35]([Cl:40])[cH:36][cH:37][cH:38][cH:39]1)[c:41]([CH:45]=[O:46])[cH:42][cH:43][cH:44]2.[CH:6]([NH:7][CH:8]([CH3:9])[CH3:10])([CH3:11])[CH3:12].[O:47]1[CH2:48][CH2:49][CH2:50][CH2:51]1.[s:13]1[c:14]([CH2:18][CH2:19][C:20](=[O:21])[O:22][CH3:23])[cH:15][cH:16][cH:17]1>>[s:13]1[c:14]([CH2:18][CH:19]([C:20](=[O:21])[O:22][CH3:23])[CH:45]([c:41]2[c:31]3[c:30]([n:29][c:28]([CH2:24][CH2:25][CH2:26][CH3:27])[n:32]3[CH2:33][c:34]3[c:35]([Cl:40])[cH:36][cH:37][cH:38][cH:39]3)[cH:44][cH:43][cH:42]2)[OH:46])[cH:15][cH:16][cH:17]1.